This data is from the Open Reaction Database (ORD), a public repository of structured organic reaction records. The task is: describe an organic reaction: reactants, conditions, products, and yield The reactants are O=C([O-])[O-], C1CCOC1, Cl, CC(n1cnc2cc(-c3ccc(C#N)cc3)sc2c1=O)C(O)(Cn1cncn1)c1ccc(F)cc1F, NO, [Na+], [Na+], O. Product: CC(n1cnc2cc(-c3ccc(C=NNO)cc3)sc2c1=O)C(O)(Cn1cncn1)c1ccc(F)cc1F. Reaction SMILES: [C:1](=[O:2])([O-:3])[O-:4].[CH2:47]1[O:48][CH2:49][CH2:50][CH2:51]1.[ClH:43].[F:7][c:8]1[c:9]([C:15]([CH:16]([CH3:17])[n:18]2[cH:19][n:20][c:21]3[c:22]([c:23]2=[O:24])[s:25][c:26](-[c:28]2[cH:29][cH:30][c:31]([C:32]#[N:33])[cH:34][cH:35]2)[cH:27]3)([CH2:36][n:37]2[n:38][cH:39][n:40][cH:41]2)[OH:42])[cH:10][cH:11][c:12]([F:14])[cH:13]1.[NH2:44][OH:45].[Na+:5].[Na+:6].[OH2:46]>>[F:7][c:8]1[c:9]([C:15]([CH:16]([CH3:17])[n:18]2[cH:19][n:20][c:21]3[c:22]([c:23]2=[O:24])[s:25][c:26](-[c:28]2[cH:29][cH:30][c:31]([CH:32]=[N:33][NH:44][OH:45])[cH:34][cH:35]2)[cH:27]3)([CH2:36][n:37]2[n:38][cH:39][n:40][cH:41]2)[OH:42])[cH:10][cH:11][c:12]([F:14])[cH:13]1. Starting materials: [OH-].[Na+] (sodium hydroxide), C(C)OC(CC(C=1C=CC(=NC1)C)O)=O (3-hydroxy-3-(2-methyl-5-pyridyl)-propionic acid ethyl ester), C(C)(=O)OC(C)=O (acetic anhydride), N1=CC=CC=C1 (pyridine). The reagents and catalysts are CN(C1=CC=NC=C1)C (4-dimethylaminopyridine). The product is C(C)OC(CC(C=1C=CC(=NC1)C)OC(C)=O)=O (3-acetoxy-3-(2-methyl-5-pyridyl)-propionic acid ethyl ester). The yield is 90.4%. RXN SMILES: [CH2:1]([O:3][C:4](=[O:15])[CH2:5][CH:6]([OH:14])[C:7]1[CH:8]=[CH:9][C:10]([CH3:13])=[N:11][CH:12]=1)[CH3:2].[C:16](OC(=O)C)(=[O:18])[CH3:17].N1C=CC=CC=1.[OH-].[Na+]>CN(C)C1C=CN=CC=1>[CH2:1]([O:3][C:4](=[O:15])[CH2:5][CH:6]([O:14][C:16](=[O:18])[CH3:17])[C:7]1[CH:8]=[CH:9][C:10]([CH3:13])=[N:11][CH:12]=1)[CH3:2] |f:3.4|. Reported procedure: 4.3 g (0.021 mol) of 3-hydroxy-3-(2-methyl-5-pyridyl)-propionic acid ethyl ester, 3.0 g (0.03 mol) of acetic anhydride, 2.7 g (0.034 mol) of pyridine and 0.17 g (0.0017 mol) of 4-dimethylaminopyridine were stirred at 0° C. for 24 hours. The solution was mixed with 25 ml of 5 percent sodium hydroxide solution and extracted twice, each time with 25 ml of methylene chloride. The organic extracts were evaporated; the residue (4.7 g) contained 3-acetoxy-3-(2-methyl-5-pyridyl)-propionic acid ethyl est... Reactants: CO (carbinol), [O-2].[O-2].[Mn+4] (manganese dioxide). Product: [OH-].[Mn+2].[OH-] (manganese hydroxide), C([O-])([O-])=O.[Mn+2] (manganese carbonate), [OH-] (hydroxide), C([O-])([O-])=O (carbonate). RXN SMILES: [O-2:1].[O-2:2].[Mn+4:3].[CH3:4][OH:5]>>[OH-:1].[Mn+2:3].[OH-:1].[C:4](=[O:5])([O-:2])[O-:1].[Mn+2:3].[OH-:1].[C:4](=[O:5])([O-:2])[O-:1] |f:0.1.2,4.5.6,7.8|. Procedure: by oxidation of their leuco products with manganese dioxide, characterized in that, after the oxidation is completed, manganese hydroxide or manganese carbonate and the carbinol base of the dyestuff are formed by the addition of hydroxide or carbonate, during or after which the carbinol base is taken up in a water-immiscible solvent, separated off from the manganese hydroxide or manganese carbonate and from the water phase, the solution is mixed with the acid HZ which may have been mixed with wa... The reactants are Cl (hydrochloride), Cl (hydrochloric acid), C1(=CC=CC2=CC=CC=C12)OCC(CNC(C)(C)C)O (1-(α-naphthoxy)-3-(tert.-butylamino)-2-propanol). The solvent is CCOCC (ether). Yields the product Cl.C1(=CC=CC2=CC=CC=C12)OCC(CNC(C)(C)C)O (1-(α-naphthoxy)-3-(tert.-butylamino)-2-propanol hydrochloride). RXN SMILES: [ClH:1].[C:2]1([O:12][CH2:13][CH:14]([OH:21])[CH2:15][NH:16][C:17]([CH3:20])([CH3:19])[CH3:18])[C:11]2[C:6](=[CH:7][CH:8]=[CH:9][CH:10]=2)[CH:5]=[CH:4][CH:3]=1>CCOCC>[ClH:1].[C:2]1([O:12][CH2:13][CH:14]([OH:21])[CH2:15][NH:16][C:17]([CH3:19])([CH3:18])[CH3:20])[C:11]2[C:6](=[CH:7][CH:8]=[CH:9][CH:10]=2)[CH:5]=[CH:4][CH:3]=1 |f:3.4|. Procedure details: To a mixture of 6.5 parts of 1-(tert.-butyl)-3-azetidinol and 7.9 parts of α-naphthol 0.2 part of potassium hydroxide was added, and the mixture was heated at 160° C. for 24 hours. The reaction mixture was cooled and then dissolved in 100 parts of ether. The solution was washed twice with 50 parts of 2 N-sodium hydroxide aqueous solution and extracted three times with 50 parts of 2 N-hydrochloric acid aqueous solution. The extract was washed with 50 parts of ether and made alkaline by addition o... Starting materials: Cl (hydrochloric acid), F[C@H](CC(=O)OC)CCCCCC (methyl (S)-3-fluorononanoate), ice water. The solvent is C(C)(=O)O (acetic acid). Reaction conditions: temperature 90 celsius, time 4 hour. Yields the product F[C@H](CC(=O)O)CCCCCC ((S)-3-fluorononanoic acid). Isolated yield 85.9%. Reaction SMILES: [F:1][C@@H:2]([CH2:8][CH2:9][CH2:10][CH2:11][CH2:12][CH3:13])[CH2:3][C:4]([O:6]C)=[O:5].Cl>C(O)(=O)C>[F:1][C@@H:2]([CH2:8][CH2:9][CH2:10][CH2:11][CH2:12][CH3:13])[CH2:3][C:4]([OH:6])=[O:5]. Reported procedure: In a two-necked round-bottomed flask, 98 mg (0.52 mM) of methyl (S)-3-fluorononanoate and 1 ml of acetic acid were placed. To the mixture, 1 ml of concentrated hydrochloric acid was added, followed by stirring for 4 hours at 90° C. After the reaction, ice water was added to the reaction mixture, followed by extraction with Et2O. The organic layer was sufficiently washed with distilled water and dried with anhydrous magnesium sulfate, followed by distilling-off of the solvent under reduced pressu... The reactants are [N+](=O)([O-])C=1C=C(C=C(C1)[N+](=O)[O-])S(=O)(=O)Cl (3,5-dinitrobenzensulfonyl chloride), CN(CCN)C (N,N-dimethyl ethylenediamine). Run in O1CCCC1 (tetrahydrofuran), O1CCCC1 (tetrahydrofuran). Conditions: time 8 hour. Yields the product Cl.CN(CCNS(=O)(=O)C1=CC(=CC(=C1)[N+](=O)[O-])[N+](=O)[O-])C (N-(2-Dimethylaminoethyl)-3,5-Dinitrobenzenesulfonamide Hydrochloride). RXN SMILES: [N+:1]([C:4]1[CH:5]=[C:6]([S:13]([Cl:16])(=[O:15])=[O:14])[CH:7]=[C:8]([N+:10]([O-:12])=[O:11])[CH:9]=1)([O-:3])=[O:2].[CH3:17][N:18]([CH3:22])[CH2:19][CH2:20][NH2:21]>O1CCCC1>[ClH:16].[CH3:17][N:18]([CH3:22])[CH2:19][CH2:20][NH:21][S:13]([C:6]1[CH:5]=[C:4]([N+:1]([O-:3])=[O:2])[CH:9]=[C:8]([N+:10]([O-:12])=[O:11])[CH:7]=1)(=[O:15])=[O:14] |f:3.4|. Procedure: A solution of 3,5-dinitrobenzensulfonyl chloride (4.6 g, 17.3 mmol) in dry tetrahydrofuran (130 mL) was added oer 50 min. to a cooled, stirred solution of N,N-dimethyl ethylenediamine (4.0 mL, 34.6 mmol) in tetrahydrofuran (100 mL). After stirring at room temperature overnight, tetrahydrofuran was removed under reduced pressure and the residue flash chromatographed over silica gel. The sulfonamide (5.1 g) was eluted with 5% methanol- 95% chloroform and purified as the hydrochloride salt, mp 238°...